This data is from the Open Reaction Database (ORD), a public repository of structured organic reaction records. The task is: describe an organic reaction: reactants, conditions, products, and yield Reactants: FC1(CCC(CC1)C[C@@H]1N(CC[C@@H](C1)C1=CC(NO1)=O)C(=O)OC)F ((2S,4S)-Methyl 2-((4,4-difluorocyclohexyl)methyl)-4-(3-oxo-2,3-dihydroisoxazol-5-yl)-piperidine-1-carboxylate), Br (hydrogen bromide). Reaction conditions: time 8 hour. Yields the product FC1(CCC(CC1)C[C@@H]1NCC[C@@H](C1)C1=CC(NO1)=O)F (5-((2S,4S)-2-((4,4-difluorocyclohexyl)methyl)-piperidin-4-yl)isoxazol-3(2H)-one). The yield is 64.2%. RXN SMILES: [F:1][C:2]1([F:25])[CH2:7][CH2:6][CH:5]([CH2:8][C@H:9]2[CH2:14][C@@H:13]([C:15]3[O:19][NH:18][C:17](=[O:20])[CH:16]=3)[CH2:12][CH2:11][N:10]2C(OC)=O)[CH2:4][CH2:3]1.Br>>[F:25][C:2]1([F:1])[CH2:7][CH2:6][CH:5]([CH2:8][C@H:9]2[CH2:14][C@@H:13]([C:15]3[O:19][NH:18][C:17](=[O:20])[CH:16]=3)[CH2:12][CH2:11][NH:10]2)[CH2:4][CH2:3]1. Procedure details: (2S,4S)-Methyl 2-((4,4-difluorocyclohexyl)methyl)-4-(3-oxo-2,3-dihydroisoxazol-5-yl)-piperidine-1-carboxylate (0.787 g, 2.20 mmol) was dissolved in hydrogen bromide (33% in acetic acid, 17.31 mL, 98.82 mmol) and the mixture stirred at room temperature overnight. The solvent was evaporated and the residue purified by preparative HPLC (Instrument: FractionLynx II, Mobilphase: gradient 5-95% MeCN in 0.2% NH3, pH 10, Column: Xbridge Prep C18 5 μm OBD 19*150 mm) to yield 5-((2S,4S)-2-((4,4-difluorocy... Reactants: OC1=CC=C(C=C1)C1=C(C2=C(S1)C=C(C=C2)O)C(C2=CC=C(C=C2)OC)=O (2-(4-hydroxyphenyl)-3-(4-methoxybenzoyl)-6-hydroxybenzo[b]thiophene), Cl.N1=CC=CC=C1 (pyridine hydrochloride), ice water. Run in methylene chloride hexanes. Reaction conditions: temperature 187.5 celsius, time 90 minute. Product: OC1=CC=C(C=C1)C1=C(C2=C(S1)C=C(C=C2)O)C(C2=CC=C(C=C2)O)=O (2-(4-Hydroxyphenyl)-3-(4-Hydroxybenzoyl)-6-Hydroxybenzo[b]thiophene). The yield is 86.6%. Reaction SMILES: [OH:1][C:2]1[CH:7]=[CH:6][C:5]([C:8]2[S:12][C:11]3[CH:13]=[C:14]([OH:17])[CH:15]=[CH:16][C:10]=3[C:9]=2[C:18](=[O:27])[C:19]2[CH:24]=[CH:23][C:22]([O:25]C)=[CH:21][CH:20]=2)=[CH:4][CH:3]=1.Cl.N1C=CC=CC=1>>[OH:1][C:2]1[CH:7]=[CH:6][C:5]([C:8]2[S:12][C:11]3[CH:13]=[C:14]([OH:17])[CH:15]=[CH:16][C:10]=3[C:9]=2[C:18](=[O:27])[C:19]2[CH:24]=[CH:23][C:22]([OH:25])=[CH:21][CH:20]=2)=[CH:4][CH:3]=1 |f:1.2|. Procedure details: A 250 mL, 3 neck, flask fitted with a thermometer, condenser, and stopper is charged 2-(4-hydroxyphenyl)-3-(4-methoxybenzoyl)-6-hydroxybenzo[b]thiophene (3.0 g, 7.97 mmol) and pyridine hydrochloride (18.5 g, 160 mmol). The contents are heated to 185-190° C. and held at this temperature for 90 minutes. The hot mixture is then poured into 250 mL of ice/water. A yellow solid formed with this addition. The material is extracted into 250 mL of ethyl acetate. The aqueous is then back-extracted with 10... Reactants: NC=1C(=NC(=CN1)C1CCOCC1)C1=CC(=C(C(=O)N[C@H](CN=[N+]=[N-])C2=CC(=CC(=C2)F)Cl)C=C1)F ((S)-4-(3-amino-6-(tetrahydro-2H-pyran-4-yl)pyrazin-2-yl)-N-(2-azido-1-(3-chloro-5-fluorophenyl)ethyl)-2-fluorobenzamide), [NH4+].[OH-] (NH4OH), CP(C)C (trimethylphosphine), CCO (EtOH). The solvent is N1=CC=CC=C1 (pyridine). Run at time 2 hour. The product is NC[C@H](C1=CC(=CC(=C1)F)Cl)NC(C1=C(C=C(C=C1)C1=NC(=CN=C1N)C1CCOCC1)F)=O ((S)—N-(2-amino-1-(3-chloro-5-fluorophenyl)ethyl)-4-(3-amino-6-(tetrahydro-2H-pyran-4-yl)pyrazin-2-yl)-2-fluorobenzamide). The yield is 79.8%. RXN SMILES: [NH2:1][C:2]1[C:3]([C:14]2[CH:35]=[CH:34][C:17]([C:18]([NH:20][C@@H:21]([C:26]3[CH:31]=[C:30]([F:32])[CH:29]=[C:28]([Cl:33])[CH:27]=3)[CH2:22][N:23]=[N+]=[N-])=[O:19])=[C:16]([F:36])[CH:15]=2)=[N:4][C:5]([CH:8]2[CH2:13][CH2:12][O:11][CH2:10][CH2:9]2)=[CH:6][N:7]=1.[NH4+].[OH-].CP(C)C.CCO>N1C=CC=CC=1>[NH2:23][CH2:22][C@@H:21]([NH:20][C:18](=[O:19])[C:17]1[CH:34]=[CH:35][C:14]([C:3]2[C:2]([NH2:1])=[N:7][CH:6]=[C:5]([CH:8]3[CH2:9][CH2:10][O:11][CH2:12][CH2:13]3)[N:4]=2)=[CH:15][C:16]=1[F:36])[C:26]1[CH:31]=[C:30]([F:32])[CH:29]=[C:28]([Cl:33])[CH:27]=1 |f:1.2|. Procedure: To a solution of (S)-4-(3-amino-6-(tetrahydro-2H-pyran-4-yl)pyrazin-2-yl)-N-(2-azido-1-(3-chloro-5-fluorophenyl)ethyl)-2-fluorobenzamide (118 mg, 0.230 mmol) in pyridine (2 mL) was added NH4OH (200 μl) and trimethylphosphine (344 μl, 0.344 mmol) sequentially at room temperature. The reaction mixture was stirred for 2 h. After EtOH (1 mL) was added, the reaction mixture was concentrated in vacuo. The crude product was purified by flash chromatography (20% MeOH in DCM containing 0.5% NH3/DCM) to p... Starting materials: C1(CCCCC1)C=1N(C2=CC=C(C=C2C1)[N+](=O)[O-])CC (2-cyclohexyl-1-ethyl-5-nitro-1H-indole). Reagents/catalysts: [Pd] (Pd/C). The solvent is C(C)O (ethanol), C(C)O (ethanol). Conditions: time 4 hour. The product is C1(CCCCC1)C=1N(C2=CC=C(C=C2C1)N)CC (2-cyclohexyl-1-ethyl-1H-indol-5-amine). Isolated yield 91.7%. RXN SMILES: [CH:1]1([C:7]2[N:8]([CH2:19][CH3:20])[C:9]3[C:14]([CH:15]=2)=[CH:13][C:12]([N+:16]([O-])=O)=[CH:11][CH:10]=3)[CH2:6][CH2:5][CH2:4][CH2:3][CH2:2]1>[Pd].C(O)C>[CH:1]1([C:7]2[N:8]([CH2:19][CH3:20])[C:9]3[C:14]([CH:15]=2)=[CH:13][C:12]([NH2:16])=[CH:11][CH:10]=3)[CH2:2][CH2:3][CH2:4][CH2:5][CH2:6]1. Procedure details: To a suspension of 10% Pd/C (380 mg, 0.36 mmol) in 95° ethanol (50 ml) a solution of 2-cyclohexyl-1-ethyl-5-nitro-1H-indole (4.8 g; 18 mmol) in 95° ethanol (100 ml) was added and the mixture underwent hydrogenation in a Parr hydrogenator (H2, 30 psi) for 4 hours. The residue was filtered under vacuum through Celite to remove the catalyst and the solvent evaporated to give crude 2-cyclohexyl-1-ethyl-1H-indol-5-amine (4 g) which was used without any further purification. Starting materials: COC1=CC2=C(CC(N(CC2)CCCN(CCSC2=CC(=C(C(=C2)Br)N)Br)C)=O)C=C1OC (N-[3-(7,8-dimethoxy-1,3,4,5-tetrahydro-2H-3-benzazepin-2-on-3-yl)-propyl]-N-[2-(4-amino-3,5-dibromophenylthio)-ethyl]-methylamine), OO (hydrogen peroxide). Product: COC1=CC2=C(CC(N(CC2)CCCN(CCS(=O)C2=CC(=C(C(=C2)Br)N)Br)C)=O)C=C1OC (N-[3-(7,8-Dimethoxy-1,3,4,5-tetrahydro-2H-3-benzazepin-2-on-3-yl)-propyl]-N-[2-(4-amino-3,5-dibromo-phenyl sulfinyl)-ethyl]-methylamine). Reaction SMILES: [CH3:1][O:2][C:3]1[C:31]([O:32][CH3:33])=[CH:30][C:6]2[CH2:7][C:8](=[O:29])[N:9]([CH2:12][CH2:13][CH2:14][N:15]([CH3:28])[CH2:16][CH2:17][S:18][C:19]3[CH:24]=[C:23]([Br:25])[C:22]([NH2:26])=[C:21]([Br:27])[CH:20]=3)[CH2:10][CH2:11][C:5]=2[CH:4]=1.[OH:34]O>>[CH3:1][O:2][C:3]1[C:31]([O:32][CH3:33])=[CH:30][C:6]2[CH2:7][C:8](=[O:29])[N:9]([CH2:12][CH2:13][CH2:14][N:15]([CH3:28])[CH2:16][CH2:17][S:18]([C:19]3[CH:24]=[C:23]([Br:25])[C:22]([NH2:26])=[C:21]([Br:27])[CH:20]=3)=[O:34])[CH2:10][CH2:11][C:5]=2[CH:4]=1. Procedure details: The title compound is prepared from N-[3-(7,8-dimethoxy-1,3,4,5-tetrahydro-2H-3-benzazepin-2-on-3-yl)-propyl]-N-[2-(4-amino-3,5-dibromophenylthio)-ethyl]-methylamine and 30% hydrogen peroxide (in glacial acetic acid) analogously to Example 4.